Dataset: the Open Reaction Database (ORD), a public repository of structured organic reaction records. Task: describe an organic reaction: reactants, conditions, products, and yield Starting materials: FC1=C(C(=C(C=C1OC)OC)F)C1=NC=C2C(=N1)NN=C2I (6-(2,6-difluoro-3,5-dimethoxyphenyl)-3-iodo-1H-pyrazolo[3,4-d]pyrimidine), O[C@H]1CC[C@H](CC1)N1C(C2=CC=C(C=C2C1)B1OC(C(O1)(C)C)(C)C)=O (2-(cis-4-hydroxycyclohexyl)-5-(4,4,5,5-tetramethyl-1,3,2-dioxaborolan-2-yl)isoindolin-1-one). The product is FC1=C(C(=C(C=C1OC)OC)F)C1=NC=C2C(=N1)NN=C2C=2C=C1CN(C(C1=CC2)=O)[C@@H]2CC[C@@H](CC2)O (5-[6-(2,6-difluoro-3,5-dimethoxyphenyl)-1H-pyrazolo[3,4-d]pyrimidin-3-yl]-2-(cis-4-hydroxycyclohexyl)isoindolin-1-one). RXN SMILES: [F:1][C:2]1[C:7]([O:8][CH3:9])=[CH:6][C:5]([O:10][CH3:11])=[C:4]([F:12])[C:3]=1[C:13]1[N:18]=[C:17]2[NH:19][N:20]=[C:21](I)[C:16]2=[CH:15][N:14]=1.[OH:23][C@@H:24]1[CH2:29][CH2:28][C@H:27]([N:30]2[CH2:38][C:37]3[C:32](=[CH:33][CH:34]=[C:35](B4OC(C)(C)C(C)(C)O4)[CH:36]=3)[C:31]2=[O:48])[CH2:26][CH2:25]1>>[F:1][C:2]1[C:7]([O:8][CH3:9])=[CH:6][C:5]([O:10][CH3:11])=[C:4]([F:12])[C:3]=1[C:13]1[N:18]=[C:17]2[NH:19][N:20]=[C:21]([C:35]3[CH:36]=[C:37]4[C:32](=[CH:33][CH:34]=3)[C:31](=[O:48])[N:30]([C@H:27]3[CH2:26][CH2:25][C@@H:24]([OH:23])[CH2:29][CH2:28]3)[CH2:38]4)[C:16]2=[CH:15][N:14]=1. Procedure: This compound was prepared by using procedures analogous to those described for the synthesis of Example 4, Step 2 starting from 6-(2,6-difluoro-3,5-dimethoxyphenyl)-3-iodo-1H-pyrazolo[3,4-d]pyrimidine and 2-(cis-4-hydroxycyclohexyl)-5-(4,4,5,5-tetramethyl-1,3,2-dioxaborolan-2-yl)isoindolin-1-one. LCMS (M+H)+=522.1. The reactants are O=C(OCc1ccccc1)N1CC=CC1, ClCCl, [Na+], [Na+], O=S([O-])([O-])=S. Yields the product O=C(OCc1ccccc1)N1CC2OC2C1. As a reaction SMILES: [CH2:1]([c:2]1[cH:3][cH:4][cH:5][cH:6][cH:7]1)[O:8][C:9](=[O:10])[N:11]1[CH2:12][CH:13]=[CH:14][CH2:15]1.[CH2:23]([Cl:24])[Cl:25].[Na+:21].[Na+:22].[S:16]([O-:17])(=[O:18])([O-:19])=[S:20]>>[CH2:1]([c:2]1[cH:3][cH:4][cH:5][cH:6][cH:7]1)[O:8][C:9](=[O:10])[N:11]1[CH2:12][CH:13]2[CH:14]([CH2:15]1)[O:18]2. Starting materials: COC=1C=C(C=CC1OC)CCNCC(CO)O (3-[2-(3,4-dimethoxyphenyl)ethylamino]-1,2-propanediol), C(C1=CC=CC=C1)(=O)O (benzoic acid), C(C1=CC=CC=C1)=O (benzaldehyde). The solvent is C1=CC=CC=C1 (C6H6). Yields the product C1(=CC=CC=C1)C1OC(CN1CCC1=CC(=C(C=C1)OC)OC)CO (2-phenyl-3-[2-(3,4-dimethoxyphenyl)ethyl]-5-hydroxymethyloxazolidine). Isolated yield 2750.0%. Reaction SMILES: [CH3:1][O:2][C:3]1[CH:4]=[C:5]([CH2:11][CH2:12][NH:13][CH2:14][CH:15]([OH:18])[CH2:16][OH:17])[CH:6]=[CH:7][C:8]=1[O:9][CH3:10].[C:19](O)(=O)[C:20]1[CH:25]=[CH:24][CH:23]=[CH:22][CH:21]=1.C(=O)C1C=CC=CC=1>C1C=CC=CC=1>[C:20]1([CH:19]2[N:13]([CH2:12][CH2:11][C:5]3[CH:6]=[CH:7][C:8]([O:9][CH3:10])=[C:3]([O:2][CH3:1])[CH:4]=3)[CH2:14][CH:15]([CH2:16][OH:17])[O:18]2)[CH:25]=[CH:24][CH:23]=[CH:22][CH:21]=1. Reported procedure: A solution of 3 (195 g, 0.76 mol), benzoic acid (3.0 g), benzaldehyde (270 ml), C6H6 (180 ml) was heated to reflux while collecting the H2O in a Dean-Stark trap. After 21/2 hours, 13 ml of H2O was collected and the solution cooled, washed with saturated Na2CO3. The aqueous layer was washed with CHCl3 (2×) and the combined extracts dried, filtered and concentrated to dryness to yield 232 g of 5 which contains 26 mol% benzaldehyde. This corresponds to 209 g of 5; 'H NMR (CDCl3) δ2.6 (6H, m), 3.4 (... Starting materials: NC1=CC(=C(C=O)C(=C1)C)C (4-Amino-2,6-dimethylbenzaldehyde), C(C=C)P(OCC)(OCC)=O (diethyl allylphosphonate), [H+].[B-](F)(F)(F)F (HBF4), N(=O)[O-].[Na+] (NaNO2). The reagents and catalysts are CC(=O)[O-].CC(=O)[O-].[Pd+2] (Pd(OAc)2). Run in CO (MeOH), O (water). Conditions: temperature 0 celsius, time 30 minute. The product is C(C)OP(OCC)(=O)C\C=C\C1=CC(=C(C(=C1)C)C=O)C ([(E)-3-(4-formyl-3,5-dimethylphenyl)-allyl]-phosphonic acid diethyl ester). RXN SMILES: N[C:2]1[CH:9]=[C:8]([CH3:10])[C:5]([CH:6]=[O:7])=[C:4]([CH3:11])[CH:3]=1.[H+].[B-](F)(F)(F)F.N([O-])=O.[Na+].[CH2:22]([P:25](=[O:32])([O:29][CH2:30][CH3:31])[O:26][CH2:27][CH3:28])[CH:23]=[CH2:24]>O.CC([O-])=O.CC([O-])=O.[Pd+2].CO>[CH2:30]([O:29][P:25]([CH2:22]/[CH:23]=[CH:24]/[C:2]1[CH:9]=[C:8]([CH3:10])[C:5]([CH:6]=[O:7])=[C:4]([CH3:11])[CH:3]=1)(=[O:32])[O:26][CH2:27][CH3:28])[CH3:31] |f:1.2,3.4,7.8.9|. Procedure: 4-Amino-2,6-dimethylbenzaldehyde (3.0 g, 20.1 mmol) was taken up in enough 42% HBF4 until the suspension stirred well and then was cooled to 0° C. To this was added a solution of NaNO2 (1.39 g, 20.1 mmol) in water (10 mL) slowly. After 30 min at 0° C., MeOH (50 mL) was added followed by Pd(OAc)2 (677 mg) and diethyl allylphosphonate (5.38 g, 30.2 mmol). The reaction mixture was heated to 80° C. for 30 min and the suspension was filtered through Celite, washed with CH2Cl2, and the filtrate was ex... The reactants are N1CCCC=C1 (tetrahydropyridine), ClC(C)OC(=O)Cl (1-chloroethylchloroformate). Solvent: ClCCl (dichloromethane). The product is O1C(=CC2=C1C=CC=C2)C=2CCNCC2 (4-(Benzofuran-2-yl)-1,2,3,6-tetrahydropyridine), solid. The yield is 79.0%. RXN SMILES: [NH:1]1[CH:6]=[CH:5][CH2:4][CH2:3][CH2:2]1.Cl[CH:8]([O:10][C:11](Cl)=O)[CH3:9]>ClCCl>[O:10]1[C:11]2[CH:2]=[CH:3][CH:4]=[CH:5][C:6]=2[CH:9]=[C:8]1[C:4]1[CH2:5][CH2:6][NH:1][CH2:2][CH:3]=1. Procedure details: To a solution of the foregoing tetrahydropyridine (1.1 g, 3.8 mmol) in dichloromethane (50 ml) at 0° C. was added 1-chloroethylchloroformate (493 μl, 4.6 mmol), keeping the temperature below 0° C. The reaction was allowed to warm to room temperature over 1 hr, after which the solvent was evaporated. Methanol (50 ml) was added to the residue and the mixture heated under reflux for 2 hrs. The solvent was removed by evaporation, and the residue chromatographed on silica, eluting with dichloromethan... RXN SMILES: [CH3:35][OH:36].[F:24][C:25]([c:26]1[cH:27][cH:28][c:29]([NH2:30])[cH:31][cH:32]1)([F:33])[F:34].[N+:1](=[O:2])([O-:3])[c:4]1[c:5]([NH:14][C:15]([CH2:16][CH2:17][CH:18]2[CH2:19][CH2:20][CH2:21][CH2:22]2)=[O:23])[cH:6][c:7]2[c:11]([cH:12]1)[C:10](=[O:13])[CH2:9][CH2:8]2>>[N+:1](=[O:2])([O-:3])[c:4]1[c:5]([NH:14][C:15]([CH2:16][CH2:17][CH:18]2[CH2:19][CH2:20][CH2:21][CH2:22]2)=[O:23])[cH:6][c:7]2[c:11]([cH:12]1)[CH:10]([NH:30][c:29]1[cH:28][cH:27][c:26]([C:25]([F:24])([F:33])[F:34])[cH:32][cH:31]1)[CH2:9][CH2:8]2. Product: O=C(CCC1CCCC1)Nc1cc2c(cc1[N+](=O)[O-])C(Nc1ccc(C(F)(F)F)cc1)CC2. Reactants: CO, Nc1ccc(C(F)(F)F)cc1, O=C(CCC1CCCC1)Nc1cc2c(cc1[N+](=O)[O-])C(=O)CC2.